From a dataset of the Open Reaction Database (ORD), a public repository of structured organic reaction records. describe an organic reaction: reactants, conditions, products, and yield The reactants are FC(C1=NN(C2=NC=CC=C21)CC(=O)O)(F)F (2-(3-(trifluoromethyl)-1H-pyrazolo[3,4-b]pyridin-1-yl)acetic acid), FC1=CC=C(C=C1)N1N=CC=2NCCCC21 (1-(4-fluorophenyl)-4,5,6,7-tetrahydro-1H-pyrazolo[4,3-b]pyridine). The product is FC1=CC=C(C=C1)N1N=CC=2N(CCCC21)C(CN2N=C(C=1C2=NC=CC1)C(F)(F)F)=O (1-[1-(4-fluorophenyl)-6,7-dihydro-5H-pyrazolo[4,3-b]pyridin-4-yl]-2-[3-(trifluoromethyl)pyrazolo[3,4-b]pyridin-1-yl]ethanone). Reaction SMILES: [F:1][C:2]([F:17])([F:16])[C:3]1[C:11]2[C:6](=[N:7][CH:8]=[CH:9][CH:10]=2)[N:5]([CH2:12][C:13]([OH:15])=O)[N:4]=1.[F:18][C:19]1[CH:24]=[CH:23][C:22]([N:25]2[C:33]3[CH2:32][CH2:31][CH2:30][NH:29][C:28]=3[CH:27]=[N:26]2)=[CH:21][CH:20]=1>>[F:18][C:19]1[CH:20]=[CH:21][C:22]([N:25]2[C:33]3[CH2:32][CH2:31][CH2:30][N:29]([C:13](=[O:15])[CH2:12][N:5]4[C:6]5=[N:7][CH:8]=[CH:9][CH:10]=[C:11]5[C:3]([C:2]([F:1])([F:17])[F:16])=[N:4]4)[C:28]=3[CH:27]=[N:26]2)=[CH:23][CH:24]=1. Procedure details: The title compound was prepared from 2-(3-(trifluoromethyl)-1H-pyrazolo[3,4-b]pyridin-1-yl)acetic acid and 1-(4-fluorophenyl)-4,5,6,7-tetrahydro-1H-pyrazolo[4,3-b]pyridine using General Method B. The reaction slurry was purified by flash chromatography (SiO2, 24 g column, eluting with 5-70% EtOAc in hexanes) to provide 58 mg of the title compound as a white solid. 1H NMR (400 MHz, CDCl3, mixture of rotamers) δ 8.65 (dd, J=2.6, 4.7 Hz, 1H), 8.32 (s, 0.8H), 8.24 (d, J=8.2 Hz, 1H), 7.72 (s, 0.2H), ... Yield: 28.2%. Procedure: To 3.5 g (25 mmol) of pyrazinoyl chloride dissolved in methylene chloride (20 mL) and pyridine (2 mL) cooled to 0° C. in a 50 mL round bottom flask was added 4-methyl-phenol (3.2 g, 30 mmol). Upon completion of the reaction and isolation as described above, recrystallization from hexanes yielded 1.51 g (24% yield) of the crystalline title compound; m.p.: 120°-123° C. Elemental Analysis: C12H10N2O2Calcd: C:67.28, H:4.71. Found: C:67.4, H:4.66. Reactants: N1=CC=CC=C1 (pyridine), N1=C(C=NC=C1)C(=O)Cl (pyrazinoyl chloride), CC1=CC=C(C=C1)O (4-methyl-phenol). The product is N1=C(C=NC=C1)C(=O)OC1=CC=C(C=C1)C (p-Tolyl Pyrazinoate). The solvent is C(Cl)Cl (methylene chloride). RXN SMILES: [N:1]1[CH:6]=[CH:5][N:4]=[CH:3][C:2]=1[C:7](Cl)=[O:8].N1C=CC=CC=1.[CH3:16][C:17]1[CH:22]=[CH:21][C:20]([OH:23])=[CH:19][CH:18]=1>C(Cl)Cl>[N:1]1[CH:6]=[CH:5][N:4]=[CH:3][C:2]=1[C:7]([O:23][C:20]1[CH:21]=[CH:22][C:17]([CH3:16])=[CH:18][CH:19]=1)=[O:8]. The reactants are C1(=CC=CC=C1)C (toluene), B (H3B), ClC=1C=C(C(=O)[C@H]2CN(CCC2)C(=O)OC(C)(C)C)C=C(C1)F ((R)-tert-butyl 3-(3-chloro-5-fluorobenzoyl)piperidine-1-carboxylate). Run in R-CBS-oxazaborolidine, C1CCOC1 (THF), C1CCOC1 (THF), C1CCOC1 (THF). Reaction conditions: temperature -15 celsius, time 2 hour. Yields the product ClC=1C=C(C=C(C1)F)[C@@H]([C@H]1CN(CCC1)C(=O)OC(C)(C)C)O ((R)-tert-butyl 3-((R)-(3-chloro-5-fluorophenyl)(hydroxy)methyl)piperidine-1-carboxylate). RXN SMILES: B.C1(C)C=CC=CC=1.[Cl:9][C:10]1[CH:11]=[C:12]([CH:28]=[C:29]([F:31])[CH:30]=1)[C:13]([C@@H:15]1[CH2:20][CH2:19][CH2:18][N:17]([C:21]([O:23][C:24]([CH3:27])([CH3:26])[CH3:25])=[O:22])[CH2:16]1)=[O:14]>C1COCC1>[Cl:9][C:10]1[CH:11]=[C:12]([C@H:13]([OH:14])[C@@H:15]2[CH2:20][CH2:19][CH2:18][N:17]([C:21]([O:23][C:24]([CH3:26])([CH3:25])[CH3:27])=[O:22])[CH2:16]2)[CH:28]=[C:29]([F:31])[CH:30]=1. Procedure: A mixture of 10 M H3B.S2Me in THF (47.7 mL, 0.477 mol) and 1 M R-CBS-oxazaborolidine in toluene (72 mL, 0.072 mol) were dissolved in 100 mL anhydrous THF and cooled to −15° C. (R)-tert-butyl 3-(3-chloro-5-fluorobenzoyl)piperidine-1-carboxylate in 400 mL anhydrous THF was added dropwise to the above solution and stirred at −15° C. for 2 hr. The reaction was quenched with methanol (500 mL). The solvent was removed under reduced pressure and the residue was purified by column chromatography. The pr... The reactants are CNc1ccccc1, FC(F)(F)c1ccccc1, [Na+], [OH-], O=S(=O)(Cl)Cl. The product is CN(c1ccccc1)S(=O)(=O)c1ccccc1C(F)(F)F. Reaction SMILES: [CH3:1][NH:2][c:3]1[cH:4][cH:5][cH:6][cH:7][cH:8]1.[F:14][C:15]([c:16]1[cH:17][cH:18][cH:19][cH:20][cH:21]1)([F:22])[F:23].[Na+:25].[OH-:24].[S:9](=[O:10])(=[O:11])([Cl:12])[Cl:13]>>[CH3:1][N:2]([c:3]1[cH:4][cH:5][cH:6][cH:7][cH:8]1)[S:9](=[O:10])(=[O:11])[c:17]1[c:16]([C:15]([F:14])([F:22])[F:23])[cH:21][cH:20][cH:19][cH:18]1. Reactants: C(C)(C)(C)C=1C=C(C(C2=CC=CC=C2)=NO)C=C(C1O)C(C)(C)C (3,5-di-t-butyl-4-hydroxybenzophenone oxime), C(CCC)(=O)Cl (butyryl chloride). Product: C(CCC)(=O)ON=C(C1=CC(=C(C(=C1)C(C)(C)C)O)C(C)(C)C)C1=CC=CC=C1 (3,5-di-t-butyl-4-hydroxybenzophenone O-butyryloxime). Reaction SMILES: [C:1]([C:5]1[CH:6]=[C:7]([CH:17]=[C:18]([C:21]([CH3:24])([CH3:23])[CH3:22])[C:19]=1[OH:20])[C:8](=[N:15][OH:16])[C:9]1[CH:14]=[CH:13][CH:12]=[CH:11][CH:10]=1)([CH3:4])([CH3:3])[CH3:2].[C:25](Cl)(=[O:29])[CH2:26][CH2:27][CH3:28]>>[C:25]([O:16][N:15]=[C:8]([C:9]1[CH:14]=[CH:13][CH:12]=[CH:11][CH:10]=1)[C:7]1[CH:17]=[C:18]([C:21]([CH3:24])([CH3:23])[CH3:22])[C:19]([OH:20])=[C:5]([C:1]([CH3:4])([CH3:3])[CH3:2])[CH:6]=1)(=[O:29])[CH2:26][CH2:27][CH3:28]. Procedure details: 3,5-di-t-butyl-4-hydroxybenzophenone oxime and butyryl chloride were treated in the same way as in Example 3 to give 3,5-di-t-butyl-4-hydroxybenzophenone O-butyryloxime. Reactants: CCC(C=O)CC, O=C(Nc1ccccc1C(=O)Nc1ccc(Cl)cn1)C1=CCNCC1, O=C(O)C(F)(F)F. The product is CCC(CC)CN1CC=C(C(=O)Nc2ccccc2C(=O)Nc2ccc(Cl)cn2)CC1. Reaction SMILES: [CH2:33]([CH3:34])[CH:35]([CH:36]=[O:37])[CH2:38][CH3:39].[Cl:8][c:9]1[cH:10][cH:11][c:12]([NH:15][C:16]([c:17]2[c:18]([NH:23][C:24](=[O:25])[C:26]3=[CH:27][CH2:28][NH:29][CH2:30][CH2:31]3)[cH:19][cH:20][cH:21][cH:22]2)=[O:32])[n:13][cH:14]1.[F:1][C:2]([F:3])([F:4])[C:5]([OH:6])=[O:7]>>[Cl:8][c:9]1[cH:10][cH:11][c:12]([NH:15][C:16]([c:17]2[c:18]([NH:23][C:24](=[O:25])[C:26]3=[CH:27][CH2:28][N:29]([CH2:36][CH:35]([CH2:33][CH3:34])[CH2:38][CH3:39])[CH2:30][CH2:31]3)[cH:19][cH:20][cH:21][cH:22]2)=[O:32])[n:13][cH:14]1. Reactants: C(C1=CC=CC=C1)O[C@H](C1CO1)C ((3S)-3-benzyloxy-1,2-epoxybutane), [Cl-].[NH4+] (ammonium chloride), C(C1=CC=CC=C1)[Mg]Cl (benzylmagnesium chloride), [Cl-].[Li+] (lithium chloride), C(=O)=O.CC(=O)C (dry-ice acetone). Reagents/catalysts: [Cu](Cl)Cl (copper(II) chloride). The solvent is O1CCCC1 (tetrahydrofuran), C(C)(=O)OCC (ethyl acetate), O1CCCC1 (tetrahydrofuran), O1CCCC1 (tetrahydrofuran). Conditions: temperature -78 celsius, time 2.5 hour. The product is C(C1=CC=CC=C1)O[C@@H](C)C(CCC1=CC=CC=C1)O ((2S)-2-benzyloxy-5-phenylpentan-3-ol). As a reaction SMILES: [CH2:1]([Mg]Cl)[C:2]1[CH:7]=[CH:6][CH:5]=[CH:4][CH:3]=1.[Cl-].[Li+].C(=O)=O.CC(C)=O.[CH2:19]([O:26][C@@H:27]([CH3:31])[CH:28]1[O:30][CH2:29]1)[C:20]1[CH:25]=[CH:24][CH:23]=[CH:22][CH:21]=1.[Cl-].[NH4+]>O1CCCC1.C(OCC)(=O)C.[Cu](Cl)Cl>[CH2:19]([O:26][C@H:27]([CH:28]([OH:30])[CH2:29][CH2:1][C:2]1[CH:7]=[CH:6][CH:5]=[CH:4][CH:3]=1)[CH3:31])[C:20]1[CH:25]=[CH:24][CH:23]=[CH:22][CH:21]=1 |f:1.2,3.4,6.7|. Reported procedure: A solution of 2.0M benzylmagnesium chloride in tetrahydrofuran (2.38 ml) was added dropwise to a stirred mixture of lithium chloride (20.2 mg) and copper(II) chloride (32 mg) in tetrahydrofuran (10 ml) at −78° C. (dry-ice/acetone) for a period of 10 minutes under nitrogen atmosphere. A solution of (3S)-3-benzyloxy-1,2-epoxybutane (obtained in Preparation 9) (425 mg) in tetrahydrofuran (10 ml) was added dropwise to this mixture at −78° C. over 10 minutes. The resulting mixture was stirred at −78°... Reactants: NC1=C(C(=NO1)C1=C(C=CC=C1)Cl)C(=O)O (5-amino-3-(2-chlorophenyl)isoxazol-4-carboxylic acid), N1(CCNCC1)C1=CC=C(C=C1)O (4-(piperazine-1-yl)phenol), Cl.C(C)N=C=NCCCN(C)C (1-ethyl-3-(dimethylaminopropyl)carbodiimide hydrochloride), OC1=CC=CC=2NN=NC21 (hydroxybenzotriazole). Yields the product NC1=C(C(=NO1)C1=C(C=CC=C1)Cl)C(=O)N1CCN(CC1)C1=CC=C(C=C1)O ((5-amino-3-(2-chlorophenyl)isoxazol-4-yl)(4-(4-hydroxyphenyl)piperazine-1-yl)methanone). Yield: 68.5%. RXN SMILES: [NH2:1][C:2]1[O:6][N:5]=[C:4]([C:7]2[CH:12]=[CH:11][CH:10]=[CH:9][C:8]=2[Cl:13])[C:3]=1[C:14]([OH:16])=O.Cl.C(N=C=NCCCN(C)C)C.OC1C2N=NNC=2C=CC=1.[N:39]1([C:45]2[CH:50]=[CH:49][C:48]([OH:51])=[CH:47][CH:46]=2)[CH2:44][CH2:43][NH:42][CH2:41][CH2:40]1>>[NH2:1][C:2]1[O:6][N:5]=[C:4]([C:7]2[CH:12]=[CH:11][CH:10]=[CH:9][C:8]=2[Cl:13])[C:3]=1[C:14]([N:42]1[CH2:41][CH2:40][N:39]([C:45]2[CH:46]=[CH:47][C:48]([OH:51])=[CH:49][CH:50]=2)[CH2:44][CH2:43]1)=[O:16] |f:1.2|. Procedure: In a similar manner as described in Example 1, by using dimethylformimide (15 mL), 5-amino-3-(2-chlorophenyl)isoxazol-4-carboxylic acid (440 mg, 1.84 mmol), 1-ethyl-3-(dimethylaminopropyl)carbodiimide hydrochloride (388 mg, 2.02 mmol), hydroxybenzotriazole (299 mg, 2.21 mmol) and 4-(piperazine-1-yl)phenol (328 mg, 1.84 mmol), a white solid required compound (504 mg, 1.26 mmol, 69%) was obtained. The reactants are C(C)N1CNCCC1 (1-ethyl-hexahydro-pyrimidine), BrC\C=C\CBr (trans-1,4-dibromo-2-butene). Run in C(C)#N (acetonitrile). Run at temperature 80 celsius. Yields the product C(C)N1CN(CCC1)C\C=C\CN1CN(CCC1)CC ((E)-1,4-Bis(3-ethyl-hexahydropyrimidin-1-yl)but-2-ene), N (ammonia). Reaction SMILES: [CH2:1]([N:3]1[CH2:8][CH2:7][CH2:6][NH:5][CH2:4]1)[CH3:2].Br[CH2:10]/[CH:11]=[CH:12]/[CH2:13]Br>C(#N)C>[CH2:1]([N:3]1[CH2:8][CH2:7][CH2:6][N:5]([CH2:10]/[CH:11]=[CH:12]/[CH2:13][N:5]2[CH2:6][CH2:7][CH2:8][N:3]([CH2:1][CH3:2])[CH2:4]2)[CH2:4]1)[CH3:2].[NH3:3]. Procedure: A mixture of 1.07 g (9.37 mmol) of 1-ethyl-hexahydro-pyrimidine (Chem. Pharm. Bull. 28, 3310 (1980)), 0.5 g (2.34 mmol) of trans-1,4-dibromo-2-butene and 10 ml of acetonitrile is heated for 16 h at 80° C., with stirring and under a nitrogen atmosphere, and is then concentrated by evaporation in vacuo. The residue is partitioned between 2N sodium hydroxide solution and methylene chloride, and the methylene chloride phase is washed with brine, dried over sodium sulfate and concentrated by evaporat...